describe an organic reaction: reactants, conditions, products, and yield From a dataset of the Open Reaction Database (ORD), a public repository of structured organic reaction records. Reactants: CC(C)(C)OC(=O)Nc1nccc(Oc2ccc(NC(=O)c3cccn(-c4ccc(F)cc4)c3=O)cc2F)c1CO[Si](C)(C)C(C)(C)C, C1CCOC1, CCCC[N+](CCCC)(CCCC)CCCC, CCOC(C)=O, [F-]. The product is CC(C)(C)OC(=O)Nc1nccc(Oc2ccc(NC(=O)c3cccn(-c4ccc(F)cc4)c3=O)cc2F)c1CO. RXN SMILES: [C:1]([Si:2]([CH3:3])([CH3:4])[O:6][CH2:7][c:8]1[c:9]([NH:39][C:40]([O:41][C:42]([CH3:43])([CH3:44])[CH3:45])=[O:46])[n:10][cH:11][cH:12][c:13]1[O:14][c:15]1[c:16]([F:38])[cH:17][c:18]([NH:21][C:22](=[O:23])[c:24]2[c:25](=[O:37])[n:26](-[c:30]3[cH:31][cH:32][c:33]([F:36])[cH:34][cH:35]3)[cH:27][cH:28][cH:29]2)[cH:19][cH:20]1)([CH3:5])([CH3:47])[CH3:48].[CH2:67]1[O:68][CH2:69][CH2:70][CH2:71]1.[CH3:50][CH2:51][CH2:52][CH2:53][N+:54]([CH2:55][CH2:56][CH2:57][CH3:58])([CH2:59][CH2:60][CH2:61][CH3:62])[CH2:63][CH2:64][CH2:65][CH3:66].[CH3:72][CH2:73][O:74][C:75](=[O:76])[CH3:77].[F-:49]>>[OH:6][CH2:7][c:8]1[c:9]([NH:39][C:40]([O:41][C:42]([CH3:43])([CH3:44])[CH3:45])=[O:46])[n:10][cH:11][cH:12][c:13]1[O:14][c:15]1[c:16]([F:38])[cH:17][c:18]([NH:21][C:22](=[O:23])[c:24]2[c:25](=[O:37])[n:26](-[c:30]3[cH:31][cH:32][c:33]([F:36])[cH:34][cH:35]3)[cH:27][cH:28][cH:29]2)[cH:19][cH:20]1. Starting materials: C(C)OC(=O)C1=NNC=2CCCCC12 (4,5,6,7-Tetrahydro-1H-indazole-3-carboxylic acid ethyl ester), C(=O)([O-])[O-].[K+].[K+] (K2CO3), Cl (HCl), C(C1=CC=CC=C1)Br (benzyl bromide). The solvent is CN(C)C=O (DMF). Conditions: time 15 minute. Yields the product C(C)OC(=O)C1=NN(C=2CCCCC12)CC1=CC=CC=C1 (4,5,6,7-Tetrahydro-1-Benzyl-1H-indazole-3-carboxylic acid ethyl ester). The yield is 35.9%. RXN SMILES: [CH2:1]([O:3][C:4]([C:6]1[C:14]2[CH2:13][CH2:12][CH2:11][CH2:10][C:9]=2[NH:8][N:7]=1)=[O:5])[CH3:2].C([O-])([O-])=O.[K+].[K+].[CH2:21](Br)[C:22]1[CH:27]=[CH:26][CH:25]=[CH:24][CH:23]=1.Cl>CN(C=O)C>[CH2:1]([O:3][C:4]([C:6]1[C:14]2[CH2:13][CH2:12][CH2:11][CH2:10][C:9]=2[N:8]([CH2:21][C:22]2[CH:27]=[CH:26][CH:25]=[CH:24][CH:23]=2)[N:7]=1)=[O:5])[CH3:2] |f:1.2.3|. Procedure details: To a stirring solution of 2.0 g (10.30 mmol) of 4,5,6,7-Tetrahydro-1H-indazole-3-carboxylic acid ethyl ester (Ainsworth, C. J. Am. Chem. Soc. 1957, 79, 5242) in 50 mL of DMF is added 1.85 g (13.838 mmol, 1.3 equiv) of K2CO3, followed by 1.35 mL (11.33 mmol, 1.1 equiv) of benzyl bromide. The reaction mixture is stirred 15 min at RT then heated at 60° C. for 16 h. The reaction is cooled to RT, poured into 100 mL 1N HCl, and extracted with Et2O (2×100 mL). The organic layers were washed with H2O (2... The reactants are FC1=CC=C(N=N1)N (6-Fluoro-pyridazin-3-ylamine), ClCC=O (chloroacetaldehyde). Run in C(C)OCC (diethyl ether), C(CCC)O (n-butanol). Yields the product FC=1C=CC=2N(N1)C=CN2 (6-Fluoro-imidazo[1,2-b]pyridazine). RXN SMILES: [F:1][C:2]1[N:7]=[N:6][C:5]([NH2:8])=[CH:4][CH:3]=1.Cl[CH2:10][CH:11]=O>C(O)CCC.C(OCC)C>[F:1][C:2]1[CH:3]=[CH:4][C:5]2[N:6]([CH:10]=[CH:11][N:8]=2)[N:7]=1. Procedure details: 6-Fluoro-pyridazin-3-ylamine [108784-42-5] (10 g, 89 mmol) was combined with a 50% (w/v) aqueous solution of chloroacetaldehyde [107-20-0] (23 mL, 177 mmol) in n-butanol (150 mL) and stirred at reflux for 1 h. The cooled reaction solution was reduced in volume and diluted with diethyl ether to precipitate a brown solid, which was collected by filtration, to yield 12.0 g. LRMS (ESI) m/z 138.0 [(M+H)]+, calc'd for C6H4FN3: 137.12.